From a dataset of the Open Reaction Database (ORD), a public repository of structured organic reaction records. describe an organic reaction: reactants, conditions, products, and yield Reactants: C(C1=CC=CC=C1)(C1=CC=CC=C1)(C1=CC=CC=C1)NC=1NC(C=2N=CN(C2N1)C(C1=CC=CC=C1)(C1=CC=CC=C1)C1=CC=CC=C1)=O (2-N,9-bistritylguanine), II (I2), C1=CC=C(C=C1)P(C2=CC=CC=C2)C3=CC=CC=C3 (Ph3P), N1C=NC=C1 (imidazole), CCN(C(C)C)C(C)C (DIPEA). Solvent: C1(=CC=CC=C1)C (toluene). Reaction conditions: temperature 95 celsius, time 8 hour. Product: NC1=NC(=C2NC=NC2=N1)N1C=NC=C1 (2-amino-6-(imidazol-1-yl)purine). The yield is 66.3%. Reaction SMILES: C([NH:20][C:21]1[NH:22][C:23](=O)[C:24]2[N:25]=[CH:26][N:27](C(C3C=CC=CC=3)(C3C=CC=CC=3)C3C=CC=CC=3)[C:28]=2[N:29]=1)(C1C=CC=CC=1)(C1C=CC=CC=1)C1C=CC=CC=1.II.C1C=CC(P(C2C=CC=CC=2)C2C=CC=CC=2)=CC=1.[NH:71]1[CH:75]=[CH:74][N:73]=[CH:72]1.CCN(C(C)C)C(C)C>C1(C)C=CC=CC=1>[NH2:20][C:21]1[N:29]=[C:28]2[C:24]([NH:25][CH:26]=[N:27]2)=[C:23]([N:71]2[CH:75]=[CH:74][N:73]=[CH:72]2)[N:22]=1. Procedure: A mixture of 2-N,9-bistritylguanine (1.90 g, 3 mmol), I2 (3.88 g, 15 mmol), Ph3P (3.99 g, 15 mmol) and imidazole (1.10 g, 15 mmol) was stirred in toluene (150 mL) at 95° C. for 15 min, and DIPEA (2.9 mL, 2.15 g, 16.6 mmol) was added. The mixture was stirred at 95° C. overnight. After removal of volatiles, the residue was boiled with EtOAc (3×) and filtered hot. The combined EtOAc extracts were evaporated to dryness. The residue was dissolved in TFA/H2O (9:1, 60 mL), and the solution was stirred ...